This data is from the Open Reaction Database (ORD), a public repository of structured organic reaction records. The task is: describe an organic reaction: reactants, conditions, products, and yield Starting materials: OC1(c2cncc3ccccc23)CCNCC1, ClCCCOc1cccc2[nH]ccc12. The product is OC1(c2cncc3ccccc23)CCN(CCCOc2cccc3[nH]ccc23)CC1. RXN SMILES: [OH:15][C:16]1([c:22]2[cH:23][n:24][cH:25][c:26]3[cH:27][cH:28][cH:29][cH:30][c:31]23)[CH2:17][CH2:18][NH:19][CH2:20][CH2:21]1.[nH:1]1[cH:2][cH:3][c:4]2[c:5]([O:10][CH2:11][CH2:12][CH2:13][Cl:14])[cH:6][cH:7][cH:8][c:9]12>>[nH:1]1[cH:2][cH:3][c:4]2[c:5]([O:10][CH2:11][CH2:12][CH2:13][N:19]3[CH2:18][CH2:17][C:16]([OH:15])([c:22]4[cH:23][n:24][cH:25][c:26]5[cH:27][cH:28][cH:29][cH:30][c:31]45)[CH2:21][CH2:20]3)[cH:6][cH:7][cH:8][c:9]12. Starting materials: B, C1CCOC1, C1CCOC1, Cl, COc1ccccc1N1CCN(C(=O)C(N)Cc2ccncc2)CC1, O. The product is COc1ccccc1N1CCN(CC(N)Cc2ccncc2)CC1. Reaction SMILES: [BH3:26].[CH2:27]1[O:28][CH2:29][CH2:30][CH2:31]1.[CH2:33]1[O:34][CH2:35][CH2:36][CH2:37]1.[ClH:32].[NH2:1][CH:2]([C:3](=[O:4])[N:5]1[CH2:6][CH2:7][N:8]([c:11]2[c:12]([O:17][CH3:18])[cH:13][cH:14][cH:15][cH:16]2)[CH2:9][CH2:10]1)[CH2:19][c:20]1[cH:21][cH:22][n:23][cH:24][cH:25]1.[OH2:38]>>[NH2:1][CH:2]([CH2:3][N:5]1[CH2:6][CH2:7][N:8]([c:11]2[c:12]([O:17][CH3:18])[cH:13][cH:14][cH:15][cH:16]2)[CH2:9][CH2:10]1)[CH2:19][c:20]1[cH:21][cH:22][n:23][cH:24][cH:25]1. Reported procedure: To a solution of methyl 4′-[3-[(tert-butoxycarbonyl)-[(2R)-2-hydroxy-2-phenylethyl]amino]propyl]-3-(cyclohexyloxy)-4-biphenylcarboxylate (147 mg) in methanol (2.94 ml) was added 1N sodium hydroxide (0.5 ml) and the mixture was stirred at room temperature for 18 hours, at which time the starting material was still remained. The mixture was warmed to 50° C. and stirred for 3 hours, at which time the reaction was complete. After cooling to room temperature, the mixture was quenched by the addition ... Starting materials: C(C)(C)(C)OC(=O)N(CCCC1=CC=C(C=C1)C1=CC(=C(C=C1)C(=O)OC)OC1CCCCC1)C[C@@H](C1=CC=CC=C1)O (methyl 4′-[3-[(tert-butoxycarbonyl)-[(2R)-2-hydroxy-2-phenylethyl]amino]propyl]-3-(cyclohexyloxy)-4-biphenylcarboxylate), [OH-].[Na+] (sodium hydroxide). The yield is 98.3%. Reaction SMILES: [C:1]([O:5][C:6]([N:8]([CH2:35][C@H:36]([OH:43])[C:37]1[CH:42]=[CH:41][CH:40]=[CH:39][CH:38]=1)[CH2:9][CH2:10][CH2:11][C:12]1[CH:17]=[CH:16][C:15]([C:18]2[CH:23]=[CH:22][C:21]([C:24]([O:26]C)=[O:25])=[C:20]([O:28][CH:29]3[CH2:34][CH2:33][CH2:32][CH2:31][CH2:30]3)[CH:19]=2)=[CH:14][CH:13]=1)=[O:7])([CH3:4])([CH3:3])[CH3:2].[OH-].[Na+]>CO>[C:1]([O:5][C:6]([N:8]([CH2:35][C@H:36]([OH:43])[C:37]1[CH:42]=[CH:41][CH:40]=[CH:39][CH:38]=1)[CH2:9][CH2:10][CH2:11][C:12]1[CH:13]=[CH:14][C:15]([C:18]2[CH:23]=[CH:22][C:21]([C:24]([OH:26])=[O:25])=[C:20]([O:28][CH:29]3[CH2:34][CH2:33][CH2:32][CH2:31][CH2:30]3)[CH:19]=2)=[CH:16][CH:17]=1)=[O:7])([CH3:4])([CH3:2])[CH3:3] |f:1.2|. Reaction conditions: time 18 hour. The solvent is CO (methanol). The product is C(C)(C)(C)OC(=O)N(CCCC1=CC=C(C=C1)C1=CC(=C(C=C1)C(=O)O)OC1CCCCC1)C[C@@H](C1=CC=CC=C1)O (4′[3-[(tert-butoxycarbonyl)-[(2R)-2-hydroxy-2-phenylethyl]amino]propyl]-3-(cyclohexyloxy)-4-biphenylcarboxylic acid). Starting materials: BrC1=CC(=NS1)C (5-bromo-3-methylisothiazole), CC#N.C(=O)=O (CH3CN dry ice), isopropylmagnesium chloride LiCl, ClC=1C=CC=2N(N1)C(=NN2)C(C)C=2C=C1C=CC=NC1=CC2 (6-(1-(6-chloro-[1,2,4]triazolo[4,3-b]pyridazin-3-yl)ethyl)quinoline), 0.5m. The reagents and catalysts are C=1C=CC(=CC1)/C=C/C(=O)/C=C/C2=CC=CC=C2.C=1C=CC(=CC1)/C=C/C(=O)/C=C/C2=CC=CC=C2.C=1C=CC(=CC1)/C=C/C(=O)/C=C/C2=CC=CC=C2.[Pd].[Pd] (tris(dibenzylideneacetone)dipalladium), CC(C)(C)P([C-]1C=CC=C1)C(C)(C)C.C1=CC=C(C=C1)[C-]2C(=C(C(=C2C3=CC=CC=C3)C4=CC=CC=C4)C5=CC=CC=C5)C6=CC=CC=C6.[Fe+2] (Q-Phos), [Cl-].[Zn+2].[Cl-] (zinc chloride). The solvent is C1CCOC1 (THF), CN(C(C)=O)C (N,N-dimethyl acetamide). Run at temperature -45 celsius, time 20 minute. Yields the product CC1=NSC(=C1)C=1C=CC=2N(N1)C(=NN2)C(C)C=2C=C1C=CC=NC1=CC2 (6-(1-(6-(3-methylisothiazol-5-yl)-[1,2,4]triazolo[4,3-b]pyridazin-3-yl)ethyl)quinoline). Reaction SMILES: Br[C:2]1[S:6][N:5]=[C:4]([CH3:7])[CH:3]=1.CC#N.C(=O)=O.Cl[C:15]1[CH:16]=[CH:17][C:18]2[N:19]([C:21]([CH:24]([C:26]3[CH:27]=[C:28]4[C:33](=[CH:34][CH:35]=3)[N:32]=[CH:31][CH:30]=[CH:29]4)[CH3:25])=[N:22][N:23]=2)[N:20]=1>C1COCC1.CN(C)C(=O)C.[Cl-].[Zn+2].[Cl-].C1C=CC(/C=C/C(/C=C/C2C=CC=CC=2)=O)=CC=1.C1C=CC(/C=C/C(/C=C/C2C=CC=CC=2)=O)=CC=1.C1C=CC(/C=C/C(/C=C/C2C=CC=CC=2)=O)=CC=1.[Pd].[Pd].CC(P(C(C)(C)C)[C-]1C=CC=C1)(C)C.C1C=CC([C-]2C(C3C=CC=CC=3)=C(C3C=CC=CC=3)C(C3C=CC=CC=3)=C2C2C=CC=CC=2)=CC=1.[Fe+2]>[CH3:7][C:4]1[CH:3]=[C:2]([C:15]2[CH:16]=[CH:17][C:18]3[N:19]([C:21]([CH:24]([C:26]4[CH:27]=[C:28]5[C:33](=[CH:34][CH:35]=4)[N:32]=[CH:31][CH:30]=[CH:29]5)[CH3:25])=[N:22][N:23]=3)[N:20]=2)[S:6][N:5]=1 |f:1.2,6.7.8,9.10.11.12.13,14.15.16|. Procedure: To a solution of 5-bromo-3-methylisothiazole (1.00 g, 5.6 mmol) in 10 mL of THF at −45° C. (CH3CN/dry ice) was added isopropylmagnesium chloride LiCl complex (7.9 ml, 7.9 mmol) (LiCl complex, 1M in THF). The mixture was stirred at −45° C. for 20 minutes and was added zinc chloride, 0.5m in thf (17 ml, 8.4 mmol) slowly via a syringe. The mixture was then warmed up to rt and continued to stir for additional 30 minutes. 6-(1-(6-chloro-[1,2,4]triazolo[4,3-b]pyridazin-3-yl)ethyl)quinoline (0.5787 g, ... Starting materials: CC1=C(N)C(=CC=C1)OC (2-Methyl-6-methoxyaniline), ClCC1COCO1 (5-chloromethyl-1,3-dioxolane), C([O-])([O-])=O.[K+].[K+] (potassium carbonate). Reagents/catalysts: [Cl-].C(C)[N+](CC)(CC)CC (tetraethylammonium chloride). Yields the product O1COCC1CNC1=C(C=CC=C1OC)C (N-(1,3-dioxolan-5-ylmethyl)-2-methyl-6-methoxyaniline). As a reaction SMILES: [CH3:1][C:2]1[CH:8]=[CH:7][CH:6]=[C:5]([O:9][CH3:10])[C:3]=1[NH2:4].Cl[CH2:12][CH:13]1[O:17][CH2:16][O:15][CH2:14]1.C(=O)([O-])[O-].[K+].[K+]>[Cl-].C([N+](CC)(CC)CC)C>[O:17]1[CH:13]([CH2:12][NH:4][C:3]2[C:5]([O:9][CH3:10])=[CH:6][CH:7]=[CH:8][C:2]=2[CH3:1])[CH2:14][O:15][CH2:16]1 |f:2.3.4,5.6|. Procedure: 2-Methyl-6-methoxyaniline (0.3 mole), 5-chloromethyl-1,3-dioxolane (0.3 mole), potassium carbonate (0.3 mole) and tetraethylammonium chloride (2 grams) are charged into a glass reaction vessel equipped with a mechanical stirrer, thermometer and reflux condenser. The reaction mixture is heated at reflux for a period of 4 hours. After this time the mixture is filtered and distilled to yield the desired product N-(1,3-dioxolan-5-ylmethyl)-2-methyl-6-methoxyaniline. Procedure details: To a suspension of 1.73 g. of trans 4-(p-fluoro-o-tolyl)cyclohexylamine hydrochloride (I) (prepared as in Example 51) in 40 ml. of dimethylformamide, 0.31 g. of 56% sodium hydride in mineral oil is added. After about 1 hour of stirring, 2 g. of potassium, 1.2 g. of potassium iodide and 1.82 g. of the 2,2-dimethyl-1,3-propanediol ketal of 4-chloro-4'-fluorobutyrophenone are added successively. The mixture is stirred in an oil bath at about 90° C. for about 18 hours, allowed to cool and the solven... Run in CN(C=O)C (dimethylformamide). Reaction conditions: time 1 hour. RXN SMILES: [ClH:1].[F:2][C:3]1[CH:8]=[CH:7][C:6]([CH3:9])=[C:5]([C@H:10]2[CH2:15][CH2:14][C@H:13]([NH2:16])[CH2:12][CH2:11]2)[CH:4]=1.[H-].[Na+].[K].[I-].[K+].[Cl:22][CH2:23][CH2:24][CH2:25][C:26]([C:28]1[CH:33]=[CH:32][C:31]([F:34])=[CH:30][CH:29]=1)=[O:27]>CN(C)C=O>[ClH:22].[ClH:1].[F:34][C:31]1[CH:30]=[CH:29][C:28]([C:26](=[O:27])[CH2:25][CH2:24][CH2:23][NH:16][C@H:13]2[CH2:14][CH2:15][C@H:10]([C:5]3[CH:4]=[C:3]([F:2])[CH:8]=[CH:7][C:6]=3[CH3:9])[CH2:11][CH2:12]2)=[CH:33][CH:32]=1 |f:0.1,2.3,5.6,10.11,^1:18|. Yields the product Cl (hydrochloric acid), Cl.FC1=CC=C(C=C1)C(CCCN[C@@H]1CC[C@H](CC1)C1=C(C=CC(=C1)F)C)=O (trans 4'-fluoro-4-{[4-(p-fluoro-o-tolyl)cyclohexyl]amino}butyrophenone hydrochloride). Reactants: [K] (potassium), [I-].[K+] (potassium iodide), Cl.FC1=CC(=C(C=C1)C)[C@@H]1CC[C@H](CC1)N (trans 4-(p-fluoro-o-tolyl)cyclohexylamine hydrochloride), [H-].[Na+] (sodium hydride), 2,2-dimethyl-1,3-propanediol ketal, ClCCCC(=O)C1=CC=C(C=C1)F (4-chloro-4'-fluorobutyrophenone). Starting materials: BrC=1C=C(OC2CCN(CC2)C(=O)OC(C)(C)C)C=C(C1)C=O (tert-butyl 4-(3-bromo-5-formylphenoxy)piperidine-1-carboxylate), Cl.NO (hydroxylamine hydrochloride), C(C)(=O)[O-].[Na+] (sodium acetate). Run in C(C)O (ethanol), O (water). The product is BrC=1C=C(OC2CCN(CC2)C(=O)OC(C)(C)C)C=C(C1)/C=N/O (tert-Butyl 4-{3-bromo-5-[(E)-(hydroxyimino)methyl]phenoxy}piperidine-1-carboxylate). RXN SMILES: [Br:1][C:2]1[CH:3]=[C:4]([CH:19]=[C:20]([CH:22]=O)[CH:21]=1)[O:5][CH:6]1[CH2:11][CH2:10][N:9]([C:12]([O:14][C:15]([CH3:18])([CH3:17])[CH3:16])=[O:13])[CH2:8][CH2:7]1.Cl.[NH2:25][OH:26].C([O-])(=O)C.[Na+]>C(O)C.O>[Br:1][C:2]1[CH:3]=[C:4]([CH:19]=[C:20](/[CH:22]=[N:25]/[OH:26])[CH:21]=1)[O:5][CH:6]1[CH2:11][CH2:10][N:9]([C:12]([O:14][C:15]([CH3:18])([CH3:17])[CH3:16])=[O:13])[CH2:8][CH2:7]1 |f:1.2,3.4|. Procedure: To the solution of tert-butyl 4-(3-bromo-5-formylphenoxy)piperidine-1-carboxylate (205 mg, 0.533 mmol) in ethanol (1.9 mL) and water (0.6 mL), hydroxylamine hydrochloride (40.8 mg, 0.587 mmol) and sodium acetate (61.3 mg, 0.747 mmol) were added sequentially, then the resulting solution was refluxed for 1 hour. The most organic solvent was removed in vacuo and the solution was diluted with water. The resultant precipitate was collected and dried under vacuum to give the desired product as white s...